This data is from the Open Reaction Database (ORD), a public repository of structured organic reaction records. The task is: describe an organic reaction: reactants, conditions, products, and yield Starting materials: I, O, Cc1[nH]c(=O)c2ccccc2c1O, P. The product is Cc1cc2ccccc2c(=O)[nH]1. RXN SMILES: [IH:16].[OH2:15].[OH:1][c:2]1[c:3]([CH3:13])[nH:4][c:5](=[O:12])[c:6]2[cH:7][cH:8][cH:9][cH:10][c:11]12.[P:14]>>[cH:2]1[c:3]([CH3:13])[nH:4][c:5](=[O:12])[c:6]2[cH:7][cH:8][cH:9][cH:10][c:11]12. Reactants: CO, CC1CN(c2c(F)cc3c(=O)c(C(=O)O)cn4c3c2CCN4C)CC1N, O=S(Cl)Cl. Yields the product COC(=O)c1cn2c3c(c(N4CC(C)C(N)C4)c(F)cc3c1=O)CCN2C. Reaction SMILES: [CH3:31][OH:32].[NH2:5][CH:6]1[CH2:7][N:8]([c:12]2[c:13]3[c:18]4[n:17]([cH:25][c:24]([C:26](=[O:27])[OH:28])[c:23](=[O:29])[c:19]4[cH:20][c:21]2[F:22])[N:16]([CH3:30])[CH2:15][CH2:14]3)[CH2:9][CH:10]1[CH3:11].[S:1]([Cl:2])([Cl:3])=[O:4]>>[NH2:5][CH:6]1[CH2:7][N:8]([c:12]2[c:13]3[c:18]4[n:17]([cH:25][c:24]([C:26](=[O:27])[O:28][CH3:31])[c:23](=[O:29])[c:19]4[cH:20][c:21]2[F:22])[N:16]([CH3:30])[CH2:15][CH2:14]3)[CH2:9][CH:10]1[CH3:11].